Dataset: the Open Reaction Database (ORD), a public repository of structured organic reaction records. Task: describe an organic reaction: reactants, conditions, products, and yield Starting materials: [Si](C)(C)(C(C)(C)C)OCC=1C=CC(=C(C1)C1(C(NC2=CC=C(C=C12)Cl)=O)O)OC (3-[5-({[tert-butyl(dimethyl)silyl]oxy}methyl)-2-methoxyphenyl]-5-chloro-3-hydroxy-1,3-dihydro-2H-indol-2-one), FC(C(=O)O)(F)F.O[C@@H]1C[C@H](NC1)C(=O)N(C)C ((4R)-4-hydroxy-N,N-dimethyl-L-prolinamide trifluoroacetate). Yields the product [Si](C)(C)(C(C)(C)C)OCC=1C=CC(=C(C1)C1(C(NC2=CC=C(C=C12)Cl)=O)N1[C@H](C(=O)N(C)C)C[C@H](C1)O)OC ((4R)-1-{3-[5-({[tert-butyl(dimethyl)silyl]oxy}methyl)-2-methoxyphenyl]-5-chloro-2-oxo-2,3-dihydro-1H-indol-3-yl}-4-hydroxy-N,N-dimethyl-L-prolinamide). RXN SMILES: [Si:1]([O:8][CH2:9][C:10]1[CH:11]=[CH:12][C:13]([O:28][CH3:29])=[C:14]([C:16]2(O)[C:24]3[C:19](=[CH:20][CH:21]=[C:22]([Cl:25])[CH:23]=3)[NH:18][C:17]2=[O:26])[CH:15]=1)([C:4]([CH3:7])([CH3:6])[CH3:5])([CH3:3])[CH3:2].FC(F)(F)C(O)=O.[OH:37][C@H:38]1[CH2:42][NH:41][C@H:40]([C:43]([N:45]([CH3:47])[CH3:46])=[O:44])[CH2:39]1>>[Si:1]([O:8][CH2:9][C:10]1[CH:11]=[CH:12][C:13]([O:28][CH3:29])=[C:14]([C:16]2([N:41]3[CH2:42][C@H:38]([OH:37])[CH2:39][C@H:40]3[C:43]([N:45]([CH3:47])[CH3:46])=[O:44])[C:24]3[C:19](=[CH:20][CH:21]=[C:22]([Cl:25])[CH:23]=3)[NH:18][C:17]2=[O:26])[CH:15]=1)([C:4]([CH3:5])([CH3:6])[CH3:7])([CH3:3])[CH3:2] |f:1.2|. Procedure details: With 50.0 g of the compound obtained in Step 204-3 and (4R)-4-hydroxy-N,N-dimethyl-L-prolinamide trifluoroacetate (138 mmol) as starting materials, respectively 5.25 g (Isomer A: colorless amorphous) and 14.9 g (Isomer B: colorless amorphous) of two species of diastereoisomers of the title compound and a mixture of isomers A and B (11.0 g) were obtained by a similar method to Step 28-2. Starting materials: C(O)([O-])=O.[Na+] (sodium hydrogencarbonate), CC1(CC(CC(C1)(C)C)C1=C(C=CC=C1)N1CCNCC1)C (1-[2-(3,3,5,5-tetramethylcyclohexyl)phenyl]piperazine), BrCCCC(F)(F)F (1-bromo-4,4,4-trifluorobutane), [I-].[Na+] (sodium iodide), C([O-])([O-])=O.[K+].[K+] (potassium carbonate). The solvent is C(C)OCC (diethyl ether), CN(C=O)C (dimethylformamide). Run at temperature 60 celsius, time 30 minute. Yields the product CC1(CC(CC(C1)(C)C)C1=C(C=CC=C1)N1CCN(CC1)CCCC(F)(F)F)C (1-[2-(3,3,5,5-tetramethylcyclohexyl)phenyl]-4-(4,4,4-trifluorobutyl)piperazine). As a reaction SMILES: [CH3:1][C:2]1([CH3:22])[CH2:7][C:6]([CH3:9])([CH3:8])[CH2:5][CH:4]([C:10]2[CH:15]=[CH:14][CH:13]=[CH:12][C:11]=2[N:16]2[CH2:21][CH2:20][NH:19][CH2:18][CH2:17]2)[CH2:3]1.Br[CH2:24][CH2:25][CH2:26][C:27]([F:30])([F:29])[F:28].[I-].[Na+].C(=O)([O-])[O-].[K+].[K+].C(=O)([O-])O.[Na+]>C(OCC)C.CN(C)C=O>[CH3:9][C:6]1([CH3:8])[CH2:7][C:2]([CH3:22])([CH3:1])[CH2:3][CH:4]([C:10]2[CH:15]=[CH:14][CH:13]=[CH:12][C:11]=2[N:16]2[CH2:17][CH2:18][N:19]([CH2:24][CH2:25][CH2:26][C:27]([F:30])([F:29])[F:28])[CH2:20][CH2:21]2)[CH2:5]1 |f:2.3,4.5.6,7.8|. Procedure details: A mixture of the 1-[2-(3,3,5,5-tetramethylcyclohexyl)phenyl]piperazine (30 mg, 0.1 mmol) produced in Example (8b), 1-bromo-4,4,4-trifluorobutane (24.4 mg, 0.125 mmol), sodium iodide (1.5 mg, 0.01 mmol), potassium carbonate (20.8 mg, 0.15 mmol) and dimethylformamide (1 mL) was stirred for 2 hours and 30 minutes at an external temperature of 60° C. Aqueous solution of sodium hydrogencarbonate was added to the reaction mixture and extraction was performed with diethyl ether. The solvent was distill... Starting materials: O=C1c2cc(Br)ccc2OC12CCCCCC2, BrCCBr, CCOCC, CN(C)CCCCl, [Cl-], [Mg], [NH4+], O, c1ccccc1. Product: CN(C)CCCC1(O)c2cc(Br)ccc2OC12CCCCCC2. As a reaction SMILES: [Br:13][c:14]1[cH:15][cH:16][c:17]2[c:18]([cH:29]1)[C:19](=[O:28])[C:20]1([O:21]2)[CH2:22][CH2:23][CH2:24][CH2:25][CH2:26][CH2:27]1.[Br:2][CH2:3][CH2:4][Br:5].[CH3:32][CH2:33][O:34][CH2:35][CH3:36].[CH3:6][N:7]([CH2:8][CH2:9][CH2:10][Cl:11])[CH3:12].[Cl-:30].[Mg:1].[NH4+:31].[OH2:43].[cH:37]1[cH:38][cH:39][cH:40][cH:41][cH:42]1>>[CH3:6][N:7]([CH2:8][CH2:9][CH2:10][C:19]1([OH:28])[c:18]2[c:17]([cH:16][cH:15][c:14]([Br:13])[cH:29]2)[O:21][C:20]12[CH2:22][CH2:23][CH2:24][CH2:25][CH2:26][CH2:27]2)[CH3:12]. Reactants: CN1CCNCC1, Cc1ccc2c(c1)CC(Cl)c1cc(F)ccc1S2, Cl, [Na+], [OH-], c1ccccc1. Product: Cc1ccc2c(c1)CC(N1CCN(C)CC1)c1cc(F)ccc1S2. RXN SMILES: [CH3:19][N:20]1[CH2:21][CH2:22][NH:23][CH2:24][CH2:25]1.[Cl:1][CH:2]1[CH2:3][c:4]2[c:5]([cH:14][cH:15][c:16]([CH3:18])[cH:17]2)[S:6][c:7]2[c:8]1[cH:9][c:10]([F:13])[cH:11][cH:12]2.[ClH:28].[Na+:27].[OH-:26].[cH:29]1[cH:30][cH:31][cH:32][cH:33][cH:34]1>>[CH:2]1([N:23]2[CH2:22][CH2:21][N:20]([CH3:19])[CH2:25][CH2:24]2)[CH2:3][c:4]2[c:5]([cH:14][cH:15][c:16]([CH3:18])[cH:17]2)[S:6][c:7]2[c:8]1[cH:9][c:10]([F:13])[cH:11][cH:12]2. The reactants are CNCC=1C2=CC=CC=C2C=C2C=CC=CC12 (9-((methylamino)methyl)anthracene), BrC1=C(CBr)C=CC=C1 (2-bromobenzyl bromide), C(=O)([O-])[O-].[K+].[K+] (K2CO3). The solvent is C(C)#N (acetonitrile). Product: C1=CC=CC2=CC3=CC=CC=C3C=C12 (anthracene). Yield: 95.0%. RXN SMILES: CNC[C:4]1[C:5]2[C:10]([CH:11]=[C:12]3[C:17]=1[CH:16]=[CH:15][CH:14]=[CH:13]3)=[CH:9][CH:8]=[CH:7][CH:6]=2.BrC1C=CC=CC=1CBr.C([O-])([O-])=O.[K+].[K+]>C(#N)C>[CH:6]1[C:5]2[C:10](=[CH:11][C:12]3[C:17]([CH:4]=2)=[CH:16][CH:15]=[CH:14][CH:13]=3)[CH:9]=[CH:8][CH:7]=1 |f:2.3.4|. Procedure: A solution of 9-((methylamino)methyl)anthracene (1.00 g, 4.5 mmol), 2-bromobenzyl bromide (1.13 g, 4.5 mmol) and K2CO3 (0.691 g, 5.0 mmol) in 50 mL of acetonitrile was refluxed under nitrogen for 18 hr. The solution was filtered on a sintered-glass filter and solvent was removed from the filtrate under reduced pressure to yield 9-(N-Methyl-N-(o-bromobenzyl)amino)methyl)anthracene (95% by NMR). The resulting solid was taken up in diethyl ether (50 mL), and treated at 0° C. with 1 equiv of butylli... Starting materials: CCOC=O, CC(c1c(Cl)ccc(F)c1Cl)c1c[nH]c2ncc(-c3cnn(C4CNC4)c3)cc12. Product: CC(c1c(Cl)ccc(F)c1Cl)c1c[nH]c2ncc(-c3cnn(C4CN(C=O)C4)c3)cc12. As a reaction SMILES: [CH:30](=[O:31])[O:32][CH2:33][CH3:34].[NH:1]1[CH2:2][CH:3]([n:5]2[n:6][cH:7][c:8](-[c:10]3[cH:11][c:12]4[c:13]([n:14][cH:15]3)[nH:16][cH:17][c:18]4[CH:19]([CH3:20])[c:21]3[c:22]([Cl:29])[c:23]([F:28])[cH:24][cH:25][c:26]3[Cl:27])[cH:9]2)[CH2:4]1>>[N:1]1([CH:30]=[O:31])[CH2:2][CH:3]([n:5]2[n:6][cH:7][c:8](-[c:10]3[cH:11][c:12]4[c:13]([n:14][cH:15]3)[nH:16][cH:17][c:18]4[CH:19]([CH3:20])[c:21]3[c:22]([Cl:29])[c:23]([F:28])[cH:24][cH:25][c:26]3[Cl:27])[cH:9]2)[CH2:4]1. Reactants: BrCc1ccccc1, C=CCc1cc(Cl)c2ccccc2c1O, CN(C)C=O, CCOC(C)=O, [H-], [Na+]. The product is C=CCc1cc(Cl)c2ccccc2c1OCc1ccccc1. RXN SMILES: [Br:18][CH2:19][c:20]1[cH:21][cH:22][cH:23][cH:24][cH:25]1.[CH2:1]([CH:2]=[CH2:3])[c:4]1[c:5]([OH:15])[c:6]2[cH:7][cH:8][cH:9][cH:10][c:11]2[c:12]([Cl:14])[cH:13]1.[CH3:26][N:27]([CH3:28])[CH:29]=[O:30].[CH3:31][CH2:32][O:33][C:34](=[O:35])[CH3:36].[H-:16].[Na+:17]>>[CH2:1]([CH:2]=[CH2:3])[c:4]1[c:5]([O:15][CH2:19][c:20]2[cH:21][cH:22][cH:23][cH:24][cH:25]2)[c:6]2[cH:7][cH:8][cH:9][cH:10][c:11]2[c:12]([Cl:14])[cH:13]1.